This data is from the Open Reaction Database (ORD), a public repository of structured organic reaction records. The task is: describe an organic reaction: reactants, conditions, products, and yield The reactants are COC(=O)c1cc(OCCN2CCOCC2)nc(N2CCOCC2)n1, C[Al](C)C, Cc1ccccc1, Cc1[nH]c2ccc(N)cc2c1C. The product is Cc1[nH]c2ccc(NC(=O)c3cc(OCCN4CCOCC4)nc(N4CCOCC4)n3)cc2c1C. Reaction SMILES: [CH3:1][O:2][C:3](=[O:4])[c:5]1[n:6][c:7]([N:20]2[CH2:21][CH2:22][O:23][CH2:24][CH2:25]2)[n:8][c:9]([O:11][CH2:12][CH2:13][N:14]2[CH2:15][CH2:16][O:17][CH2:18][CH2:19]2)[cH:10]1.[CH3:38][Al:39]([CH3:40])[CH3:41].[CH3:42][c:43]1[cH:44][cH:45][cH:46][cH:47][cH:48]1.[NH2:26][c:27]1[cH:28][c:29]2[c:30]([CH3:37])[c:31]([CH3:36])[nH:32][c:33]2[cH:34][cH:35]1>>[O:2]=[C:3]([c:5]1[n:6][c:7]([N:20]2[CH2:21][CH2:22][O:23][CH2:24][CH2:25]2)[n:8][c:9]([O:11][CH2:12][CH2:13][N:14]2[CH2:15][CH2:16][O:17][CH2:18][CH2:19]2)[cH:10]1)[NH:26][c:27]1[cH:28][c:29]2[c:30]([CH3:37])[c:31]([CH3:36])[nH:32][c:33]2[cH:34][cH:35]1. The reactants are Cl (hydrogen chloride), Cl (HCl), O1C(=NC2=C1C=CC=C2)N2CCN(CC2)C([C@H](CC=2SC=CC2)NC(OC(C)(C)C)=O)=O ((S)-tert-butyl 1-(4-(benzo[d]oxazol-2-yl)piperazin-1-yl)-1-oxo-3-(thiophen-2-yl)propan-2-ylcarbamate). Solvent: O1CCOCC1 (1,4-dioxane), O1CCOCC1 (1,4-dioxane), O1CCOCC1 (1,4-dioxane). Conditions: time 3 hour. Product: Cl.N[C@H](C(=O)N1CCN(CC1)C=1OC2=C(N1)C=CC=C2)CC=2SC=CC2 ((S)-2-amino-1-(4-(benzo[d]oxazol-2-yl)piperazin-1-yl)-3-(thiophen-2-yl)propan-1-one hydrochloride). Reaction SMILES: [O:1]1[C:5]2[CH:6]=[CH:7][CH:8]=[CH:9][C:4]=2[N:3]=[C:2]1[N:10]1[CH2:15][CH2:14][N:13]([C:16](=[O:32])[C@@H:17]([NH:24]C(=O)OC(C)(C)C)[CH2:18][C:19]2[S:20][CH:21]=[CH:22][CH:23]=2)[CH2:12][CH2:11]1.[ClH:33]>O1CCOCC1>[ClH:33].[NH2:24][C@@H:17]([CH2:18][C:19]1[S:20][CH:21]=[CH:22][CH:23]=1)[C:16]([N:13]1[CH2:14][CH2:15][N:10]([C:2]2[O:1][C:5]3[CH:6]=[CH:7][CH:8]=[CH:9][C:4]=3[N:3]=2)[CH2:11][CH2:12]1)=[O:32] |f:3.4|. Procedure details: (S)-tert-butyl 1-(4-(benzo[d]oxazol-2-yl)piperazin-1-yl)-1-oxo-3-(thiophen-2-yl)propan-2-ylcarbamate (367.5 mg, 0.805 mmol) was dissolved in 1,4-dioxane (5 mL) and treated with 4N hydrogen chloride in 1,4-dioxane (5 mL, 12.0 mmol). The resulting mixture was stirred at room temperature for 3 h, then additional 4N HCl in 1,4-dioxane (1 mL) was added and the resulting mixture stirred for 18 h. The resulting solid was collected by decantation, washed with 1,4-dioxane, and purified by recrystallizati... Reactants: CC(=O)O, COCOc1ccc2c3c1OC1C(OCc4ccc(C(=O)OC)cc4)CCC4C(C2)N(C)CCC341, O. Product: COC(=O)c1ccc(COC2CCC3C4Cc5ccc(OC(C)=O)c6c5C3(CCN4C)C2O6)cc1. Reaction SMILES: [CH3:37][C:38](=[O:39])[OH:40].[O:1]1[c:2]2[c:3]([O:32][CH2:33][O:34][CH3:35])[cH:4][cH:5][c:6]3[c:15]2[C:14]24[CH:9]([CH:8]([CH2:7]3)[N:18]([CH3:19])[CH2:17][CH2:16]2)[CH2:10][CH2:11][CH:12]([O:20][CH2:21][c:22]2[cH:23][cH:24][c:25]([C:28](=[O:29])[O:30][CH3:31])[cH:26][cH:27]2)[CH:13]14.[OH2:36]>>[O:1]1[c:2]2[c:3]([O:32][C:33](=[O:34])[CH3:37])[cH:4][cH:5][c:6]3[c:15]2[C:14]24[CH:9]([CH:8]([CH2:7]3)[N:18]([CH3:19])[CH2:17][CH2:16]2)[CH2:10][CH2:11][CH:12]([O:20][CH2:21][c:22]2[cH:23][cH:24][c:25]([C:28](=[O:29])[O:30][CH3:31])[cH:26][cH:27]2)[CH:13]14. Product: Cl.C1(=CC=CC=C1)C(CNC1=C2N=CN(C2=NC(=N1)N1C[C@@H](CC1)NC(=O)NCC1=CC(=CC=C1)O)[C@H]1[C@@H]([C@@H]([C@H](C1)N1N=C(N=N1)CC)O)O)C1=CC=CC=C1 (1-((R)-1-{6-(2,2-Diphenyl-ethylamino)-9-[(1R,2S,3R,4S)-4-(5-ethyl-tetrazol-2-yl)-2,3-dihydroxy-cyclopentyl]-9H-purin-2-yl}-pyrrolidin-3-yl)-3-(3-hydroxy-benzyl)-urea hydrochloride). Reactants: N[C@H]1CN(CC1)C1=NC(=C2N=CN(C2=N1)[C@H]1[C@@H]([C@@H]([C@H](C1)N1N=C(N=N1)CC)O)O)NCC(C1=CC=CC=C1)C1=CC=CC=C1 ((1R,2S,3R,5S)-3-[2-((R)-3-amino-pyrrolidin-1-yl)-6-(2,2-diphenyl-ethylamino)-purin-9-yl]-5-(5-ethyl-tetrazol-2-yl)-cyclopentane-1,2-diol), Cl.C1(=CC=CC=C1)C(CNC1=C2N=CN(C2=NC(=N1)N1C[C@@H](CC1)NC(=O)NCC1=NC=CC=C1)[C@H]1[C@@H]([C@@H]([C@H](C1)N1N=C(N=N1)CC)O)O)C1=CC=CC=C1 (1-((R)-1-{6-(2,2-Diphenyl-ethylamino)-9-[(1R,2S,3R,4S)-4-(5-ethyl-tetrazol-2-yl)-2,3-dihydroxy-cyclopentyl]-9H-purin-2-yl}-pyrrolidin-3-yl)-3-pyridin-2-ylmethyl-urea hydrochloride), NCC=1C=C(C=CC1)O (3-aminomethyl-phenol). Reaction SMILES: N[C@@H]1CCN(C2N=C3C(N=CN3[C@@H]3C[C@H](N4N=NC(CC)=N4)[C@@H](O)[C@H]3O)=C(NCC(C3C=CC=CC=3)C3C=CC=CC=3)N=2)C1.[ClH:45].[C:46]1([CH:52]([C:94]2[CH:99]=[CH:98][CH:97]=[CH:96][CH:95]=2)[CH2:53][NH:54][C:55]2[N:63]=[C:62]([N:64]3[CH2:68][CH2:67][C@@H:66]([NH:69][C:70](NCC4C=CC=CN=4)=[O:71])[CH2:65]3)[N:61]=[C:60]3[C:56]=2[N:57]=[CH:58][N:59]3[C@@H:80]2[CH2:84][C@H:83]([N:85]3[N:89]=[N:88][C:87]([CH2:90][CH3:91])=[N:86]3)[C@@H:82]([OH:92])[C@H:81]2[OH:93])[CH:51]=[CH:50][CH:49]=[CH:48][CH:47]=1.[NH2:100][CH2:101][C:102]1[CH:103]=[C:104]([OH:108])[CH:105]=[CH:106][CH:107]=1>>[ClH:45].[C:94]1([CH:52]([C:46]2[CH:47]=[CH:48][CH:49]=[CH:50][CH:51]=2)[CH2:53][NH:54][C:55]2[N:63]=[C:62]([N:64]3[CH2:68][CH2:67][C@@H:66]([NH:69][C:70]([NH:100][CH2:101][C:102]4[CH:107]=[CH:106][CH:105]=[C:104]([OH:108])[CH:103]=4)=[O:71])[CH2:65]3)[N:61]=[C:60]3[C:56]=2[N:57]=[CH:58][N:59]3[C@@H:80]2[CH2:84][C@H:83]([N:85]3[N:89]=[N:88][C:87]([CH2:90][CH3:91])=[N:86]3)[C@@H:82]([OH:92])[C@H:81]2[OH:93])[CH:99]=[CH:98][CH:97]=[CH:96][CH:95]=1 |f:1.2,4.5|. Procedure details: This compound is prepared from ((1R,2S,3R,5S)-3-[2-((R)-3-amino-pyrrolidin-1-yl)-6-(2,2-diphenyl-ethylamino)-purin-9-yl]-5-(5-ethyl-tetrazol-2-yl)-cyclopentane-1,2-diol (Example 48) using a procedure analogous to that of 1-((R)-1-{6-(2,2-diphenyl-ethylamino)-9-[(1R,2S,3R,4S)-4-(5-ethyl-tetrazol-2-yl)-2,3-dihydroxy-cyclopentyl]-9H-purin-2-yl}-pyrrolidin-3-yl)-3-pyridin-2-ylmethyl-urea hydrochloride (Example 113) by replacing 2-aminomethyl pyridine with 3-aminomethyl-phenol. MS (ES+) m/e 745.47 (M... Starting materials: S(=O)(=O)(OCCN(C)C)C1=CC=C(C)C=C1 (2-dimethylaminoethyl tosylate), C(CCC)[Li] (n-butyllithium), CCCCCC (hexane), CC(CC)C1(C=CC=C1)C(C)CC (di-(2-butyl)cyclopentadiene). Solvent: O1CCCC1 (tetrahydrofuran), O (water). Run at time 24 hour. The product is CN(C)CCC1=CC=CC1(C(C)CC)C(C)CC ((dimethylaminoethyl)di(2-butyl)cyclopentadiene). Reaction SMILES: C([Li])CCC.CCCCCC.[CH3:12][CH:13]([C:16]1([CH:21]([CH2:23][CH3:24])[CH3:22])[CH:20]=[CH:19][CH:18]=[CH:17]1)[CH2:14][CH3:15].S(C1C=CC(C)=CC=1)(O[CH2:29][CH2:30][N:31]([CH3:33])[CH3:32])(=O)=O>O1CCCC1.O>[CH3:32][N:31]([CH2:30][CH2:29][C:17]1[C:16]([CH:13]([CH2:14][CH3:15])[CH3:12])([CH:21]([CH2:23][CH3:24])[CH3:22])[CH:20]=[CH:19][CH:18]=1)[CH3:33]. Reported procedure: Under a nitrogen atmosphere, a solution of n-butyllithium in hexane (31.2 ml; 1.6 mol/L; 50 mmol) was added dropwise to a cooled (0° C.) solution of di-(2-butyl)cyclopentadiene (8.90 g; 50.0 mmol) in dry tetrahydrofuran (150 ml) in a 250 mL three-necked round-bottomed flask provided with a magnetic stirrer and a dropping funnel. After 24 hours of stirring at room temperature, the 2-dimethylaminoethyl tosylate (50.0 mmol) was added. After 18 hours of stirring the conversion was found to be 96 %, ...